This data is from the Open Reaction Database (ORD), a public repository of structured organic reaction records. The task is: describe an organic reaction: reactants, conditions, products, and yield RXN SMILES: [C:1](=[O:2])([O-:3])[O-:4].[CH3:32][N:33]([CH3:34])[CH:35]=[O:36].[Cl-:30].[Cl:21][c:22]1[cH:23][cH:24][c:25]([CH2:26][Cl:27])[cH:28][cH:29]1.[Cl:7][c:8]1[c:9]([OH:20])[cH:10][cH:11][c:12]([CH2:14][n:15]2[n:16][cH:17][cH:18][cH:19]2)[cH:13]1.[K+:5].[K+:6].[NH4+:31]>>[Cl:7][c:8]1[c:9]([O:20][CH2:26][c:25]2[cH:24][cH:23][c:22]([Cl:21])[cH:29][cH:28]2)[cH:10][cH:11][c:12]([CH2:14][n:15]2[n:16][cH:17][cH:18][cH:19]2)[cH:13]1. The product is Clc1ccc(COc2ccc(Cn3cccn3)cc2Cl)cc1. The reactants are O=C([O-])[O-], CN(C)C=O, [Cl-], ClCc1ccc(Cl)cc1, Oc1ccc(Cn2cccn2)cc1Cl, [K+], [K+], [NH4+]. The reactants are [H-].[Al+3].[Li+].[H-].[H-].[H-] (lithium aluminum hydride), [F-].[Na+] (Sodium fiuoride), O (water), CS(=O)(=O)O.N[C@H]1C=C[C@H](C1)C(=O)O ((-)-(1S, 4R)-4-amino-2-cyclopentene-1-carboxylic acid methanesulfonate), O (Water), C12NC(C(C=C1)C2)=O ((-)-2-azabicyclo[2.2.1]hept-5-en-3-one). The solvent is O1CCCC1 (tetrahydrofuran), O1CCCC1 (tetrahydrofuran), O1CCCC1 (tetrahydrofuran). Run at temperature 35 celsius, time 17 hour. The product is CS(=O)(=O)O (methanesulfonic acid), N[C@H]1C=C[C@H](C1)CO ((-)-(1S, 4R)-4amino-2-cyclopentene-1-methanol). Reaction SMILES: [CH:1]12[CH2:7][CH:4]([CH:5]=[CH:6]1)[C:3](=[O:8])[NH:2]2.O.[CH3:10][S:11]([OH:14])(=[O:13])=[O:12].N[C@@H]1C[C@H](C(O)=O)C=C1.[H-].[Al+3].[Li+].[H-].[H-].[H-].[F-].[Na+]>O1CCCC1>[CH3:10][S:11]([OH:14])(=[O:13])=[O:12].[NH2:2][C@@H:1]1[CH2:7][C@H:4]([CH2:3][OH:8])[CH:5]=[CH:6]1 |f:2.3,4.5.6.7.8.9,10.11|. Procedure details: A solution of (-)-2-azabicyclo[2.2.1]hept-5-en-3-one (Enzymatix lot #LN1253, 30.0 g, 275 mmol) in anhydrous tetrahydrofuran (150 mL) in a 2L3-neck round bottom flask under nitrogen was equipped with a thermometer and mechanical stirrer, then warmed to 35° C. (most of solid dissolved). Meanwhile, a solution of methanesulfonic acid (28.0 g, 291 mmol) and water (5.35 g, 297 mmol) in tetrahydrofuran (50 mL) was prepared (caution-mixing is highly exothermic). This solution was slowly added dropwise v... Reactants: CCN(C(C)C)C(C)C, FC(F)(F)c1cccnc1Cl, CC(C)(C)OC(=O)N1CCNCC1, CN(C)C=O. The product is CC(C)(C)OC(=O)N1CCN(c2ncccc2C(F)(F)F)CC1. RXN SMILES: [CH:25]([N:26]([CH:27]([CH3:28])[CH3:29])[CH2:30][CH3:31])([CH3:32])[CH3:33].[Cl:14][c:15]1[n:16][cH:17][cH:18][cH:19][c:20]1[C:21]([F:22])([F:23])[F:24].[N:1]1([C:7](=[O:8])[O:9][C:10]([CH3:11])([CH3:12])[CH3:13])[CH2:2][CH2:3][NH:4][CH2:5][CH2:6]1.[O:34]=[CH:35][N:36]([CH3:37])[CH3:38]>>[N:1]1([C:7](=[O:8])[O:9][C:10]([CH3:11])([CH3:12])[CH3:13])[CH2:2][CH2:3][N:4]([c:15]2[n:16][cH:17][cH:18][cH:19][c:20]2[C:21]([F:22])([F:23])[F:24])[CH2:5][CH2:6]1. Reactants: O (H2O), OC1=CC(N(C(=C1)C)C1=C(C=CC(=C1)CO)C)=O (4-hydroxy-1-[5-(hydroxymethyl)-2-methylphenyl]-6-methylpyridin-2(1H)-one), FC1=C(CBr)C=CC(=C1)F (2,4-difluorobenzyl bromide), C(=O)([O-])[O-].[K+].[K+] (K2CO3). The solvent is CN(C=O)C (dimethylformamide), C(C)#N.O (acetonitrile water). Reaction conditions: time 8 hour. The product is FC1=C(COC2=CC(N(C(=C2)C)C2=C(C=CC(=C2)CO)C)=O)C=CC(=C1)F (4-[(2,4-difluorobenzyl)oxy]-1-[5-(hydroxymethyl)-2-methylphenyl]-6-methyl-pyridin-2(1H)-one). As a reaction SMILES: [OH:1][C:2]1[CH:7]=[C:6]([CH3:8])[N:5]([C:9]2[CH:14]=[C:13]([CH2:15][OH:16])[CH:12]=[CH:11][C:10]=2[CH3:17])[C:4](=[O:18])[CH:3]=1.[F:19][C:20]1[CH:27]=[C:26]([F:28])[CH:25]=[CH:24][C:21]=1[CH2:22]Br.C([O-])([O-])=O.[K+].[K+].O>CN(C)C=O.C(#N)C.O>[F:19][C:20]1[CH:27]=[C:26]([F:28])[CH:25]=[CH:24][C:21]=1[CH2:22][O:1][C:2]1[CH:7]=[C:6]([CH3:8])[N:5]([C:9]2[CH:14]=[C:13]([CH2:15][OH:16])[CH:12]=[CH:11][C:10]=2[CH3:17])[C:4](=[O:18])[CH:3]=1 |f:2.3.4,7.8|. Reported procedure: 4-hydroxy-1-[5-(hydroxymethyl)-2-methylphenyl]-6-methyl pyridin-2(1H)-one (from Step 1) (8.0 g, 32.6 mmol) was stirred briskly at room temperature with 2,4-difluorobenzyl bromide (4.2 ml, 32.6 mmol) and K2CO3 (4.5 g, 32.6 mmol) in 50 ml of dimethylformamide. After stirring for 8 hours, H2O (100 ml) was added to reaction mixture. The product was extracted with ethyl acetate. Ethyl acetate layer was separated and dried over Na2SO4. Ethyl acetate was removed in vacuo. A yellow oil was obtained. The... The reactants are Cl (hydrochloric acid), NC1=C(N)C=C(C(=C1)Cl)S(N)(=O)=O (2-amino-4-chloro-5-sulfamylaniline), FC(C(=O)O)F (difluoroacetic acid). Run in O (water). Yields the product ClC1=CC2=C(NC(=N2)C(F)F)C=C1S(N)(=O)=O (5-Chloro-2-Difluoromethyl-6-Sulfamyl-1H-Benzimidazole). RXN SMILES: Cl.[NH2:2][C:3]1[CH:9]=[C:8]([Cl:10])[C:7]([S:11](=[O:14])(=[O:13])[NH2:12])=[CH:6][C:4]=1[NH2:5].[F:15][CH:16]([F:20])[C:17](O)=O>O>[Cl:10][C:8]1[C:7]([S:11](=[O:13])(=[O:14])[NH2:12])=[CH:6][C:4]2[NH:5][C:17]([CH:16]([F:20])[F:15])=[N:2][C:3]=2[CH:9]=1. Reported procedure: To 25 ml of 6 N hydrochloric acid containing 2.22 g of 2-amino-4-chloro-5-sulfamylaniline was added 1.50 g of difluoroacetic acid and the mixture refluxed for 12 hours. The resultant solid was collected by filtration and then added to concentrated ammonium hydroxide to yield the free base which was then suspended in water at 50° C. The solid was then collected by filtration, dissolved in methanol, the methanol brought to a boil, charcoal added, and the suspension filtered through two sheets of f... Starting materials: O=C(Cl)OCc1ccccc1, Cl, Cl, Nc1ccccc1CCc1ccccc1C(=O)O, [Na+], [OH-]. Yields the product O=C(Nc1ccccc1CCc1ccccc1C(=O)O)OCc1ccccc1. Reaction SMILES: [Cl:20][C:21](=[O:22])[O:23][CH2:24][c:25]1[cH:26][cH:27][cH:28][cH:29][cH:30]1.[ClH:1].[ClH:31].[NH2:2][c:3]1[c:4]([CH2:9][CH2:10][c:11]2[c:12]([C:13](=[O:14])[OH:15])[cH:16][cH:17][cH:18][cH:19]2)[cH:5][cH:6][cH:7][cH:8]1.[Na+:33].[OH-:32]>>[NH:2]([c:3]1[c:4]([CH2:9][CH2:10][c:11]2[c:12]([C:13](=[O:14])[OH:15])[cH:16][cH:17][cH:18][cH:19]2)[cH:5][cH:6][cH:7][cH:8]1)[C:21](=[O:22])[O:23][CH2:24][c:25]1[cH:26][cH:27][cH:28][cH:29][cH:30]1. Reactants: O=C([O-])[O-], CN(C)C=O, ClCC#Cc1cccnc1, Cl, COCCOCOc1cc(CC2CNCCN2C(=O)c2cc(C(F)(F)F)cc(C(F)(F)F)c2)ccc1C, [I-], [K+], [K+], [K+]. Product: COCCOCOc1cc(CC2CN(CC#Cc3cccnc3)CCN2C(=O)c2cc(C(F)(F)F)cc(C(F)(F)F)c2)ccc1C. Reaction SMILES: [C:49](=[O:50])([O-:51])[O-:52].[CH3:57][N:58]([CH3:59])[CH:60]=[O:61].[Cl:39][CH2:40][C:41]#[C:42][c:43]1[cH:44][n:45][cH:46][cH:47][cH:48]1.[ClH:38].[F:1][C:2]([c:3]1[cH:4][c:5]([C:6](=[O:7])[N:8]2[CH:9]([CH2:14][c:15]3[cH:16][c:17]([O:22][CH2:23][O:24][CH2:25][CH2:26][O:27][CH3:28])[c:18]([CH3:21])[cH:19][cH:20]3)[CH2:10][NH:11][CH2:12][CH2:13]2)[cH:29][c:30]([C:32]([F:33])([F:34])[F:35])[cH:31]1)([F:36])[F:37].[I-:56].[K+:53].[K+:54].[K+:55]>>[F:1][C:2]([c:3]1[cH:4][c:5]([C:6](=[O:7])[N:8]2[CH:9]([CH2:14][c:15]3[cH:16][c:17]([O:22][CH2:23][O:24][CH2:25][CH2:26][O:27][CH3:28])[c:18]([CH3:21])[cH:19][cH:20]3)[CH2:10][N:11]([CH2:40][C:41]#[C:42][c:43]3[cH:44][n:45][cH:46][cH:47][cH:48]3)[CH2:12][CH2:13]2)[cH:29][c:30]([C:32]([F:33])([F:34])[F:35])[cH:31]1)([F:36])[F:37].